From a dataset of the Open Reaction Database (ORD), a public repository of structured organic reaction records. describe an organic reaction: reactants, conditions, products, and yield Reactants: C(C)(=O)OCC (ethyl acetate), C(C)(=O)OCC (ethyl acetate), OC1=C(C=C(C=C1)C(CC)(CC)C1=CC(=C(C=C1)OCC(C(C)(C)C)O)C)C (3-[4-hydroxy-3-methylphenyl)-3-[3-methyl-4-(2-hydroxy-3,3-dimethylbutoxy)phenyl]pentane), [H-].[Na+] (NaH), CC(C(C)(C)C)=O (pinacolone). Run in hexanes, hexanes, CN(C)C=O (DMF). Conditions: time 30 minute. Product: CC=1C=C(C=CC1OCC(C(C)(C)C)O)C(CC)(CC)C1=CC(=C(C=C1)OCC(C(C)(C)C)=O)C (3-[3-methyl-4(2-hydroxy-3,3-dimethylbutoxy)phenyl]-3-[3-methyl-4-(3,3-dimethyl-2-oxobutoxy)phenyl]pentane). The yield is 92.3%. Reaction SMILES: [OH:1][C:2]1[CH:7]=[CH:6][C:5]([C:8]([C:13]2[CH:18]=[CH:17][C:16]([O:19][CH2:20][CH:21]([OH:26])[C:22]([CH3:25])([CH3:24])[CH3:23])=[C:15]([CH3:27])[CH:14]=2)([CH2:11][CH3:12])[CH2:9][CH3:10])=[CH:4][C:3]=1[CH3:28].[H-].[Na+].[CH3:31][C:32](=[O:37])[C:33]([CH3:36])([CH3:35])[CH3:34].C(OCC)(=O)C>CN(C=O)C>[CH3:27][C:15]1[CH:14]=[C:13]([C:8]([C:5]2[CH:6]=[CH:7][C:2]([O:1][CH2:31][C:32](=[O:37])[C:33]([CH3:36])([CH3:35])[CH3:34])=[C:3]([CH3:28])[CH:4]=2)([CH2:9][CH3:10])[CH2:11][CH3:12])[CH:18]=[CH:17][C:16]=1[O:19][CH2:20][CH:21]([OH:26])[C:22]([CH3:23])([CH3:25])[CH3:24] |f:1.2|. Procedure: To a solution of the compound of example 7 (100 mg, 0.26 mmol) in DMF (2.5 mL) was added NaH (7.0 mg, 0.29 mmol). The reaction mixture was stirred at ambient temperature for 30 min, then pinacolone (39 mg, 0.29 mmol) was added. The reaction was stirred at ambient temperature for I h or until judged complete by TLC (20% ethyl acetate in hexanes). The reaction mixture was quenched with water, and diluted with ethyl acetate. The organic fraction was separated, washed with water and brine, dried ove... Starting materials: NC1=CC=C2C(=C(C=NC2=C1)C(=O)NCC1=CC=C(C=C1)Cl)O (7-amino-N-[(4-chlorophenyl)methyl]-4-hydroxy-3-quinolinecarboxamide), COC1OC(CC1)OC (2,5-dimethoxytetrahydrofuran). Solvent: C(C)(=O)O (acetic acid). Reaction conditions: temperature 25 celsius. Yields the product ClC1=CC=C(C=C1)CNC(=O)C=1C=NC2=CC(=CC=C2C1O)N1C=CC=C1 (N-[(4-Chlorophenyl)methyl]-4-hydroxy-7-(1-pyrrolyl)-3-quinolinecarboxamide). Reaction SMILES: [NH2:1][C:2]1[CH:11]=[C:10]2[C:5]([C:6]([OH:23])=[C:7]([C:12]([NH:14][CH2:15][C:16]3[CH:21]=[CH:20][C:19]([Cl:22])=[CH:18][CH:17]=3)=[O:13])[CH:8]=[N:9]2)=[CH:4][CH:3]=1.CO[CH:26]1[CH2:30][CH2:29][CH:28](OC)O1>C(O)(=O)C>[Cl:22][C:19]1[CH:20]=[CH:21][C:16]([CH2:15][NH:14][C:12]([C:7]2[CH:8]=[N:9][C:10]3[C:5]([C:6]=2[OH:23])=[CH:4][CH:3]=[C:2]([N:1]2[CH:26]=[CH:30][CH:29]=[CH:28]2)[CH:11]=3)=[O:13])=[CH:17][CH:18]=1. Procedure: A mixture of 100 mg of 7-amino-N-[(4-chlorophenyl)methyl]-4-hydroxy-3-quinolinecarboxamide and 0.043 mL 2,5-dimethoxytetrahydrofuran in 1 mL of acetic acid is refluxed for four hours. (The mixture rapidly turned very dark.) It is cooled to 25° C. and the precipitate is collected by filtration. It is washed with three 1 mL portions of acetic acid and dried in a stream of air. After drying at 75° C. the product is obtained as 20 mg of a brown powder. Starting materials: N1(CCCCC1)CC=1C=C(OCCCN)C=CC1 (3-[3-(piperidinomethyl)phenoxy]propylamine), CC(C(=O)[O-])(C(=O)[O-])C (dimethylmalonate), C(Cl)(Cl)Cl (chloroform). The solvent is CO (methanol). Conditions: temperature 130 celsius, time 2 hour. The product is N1(CCCCC1)CC=1C=C(OCCCNC(CC(=O)OC)=O)C=CC1 (N-[3-[3-(piperidinomethyl)phenoxy]propyl]-2-methoxycarbonylacetamide). Reaction SMILES: [N:1]1([CH2:7][C:8]2[CH:9]=[C:10]([CH:16]=[CH:17][CH:18]=2)[O:11][CH2:12][CH2:13][CH2:14][NH2:15])[CH2:6][CH2:5][CH2:4][CH2:3][CH2:2]1.C[C:20](C)([C:24]([O-:26])=[O:25])[C:21]([O-:23])=O.[CH:28](Cl)(Cl)Cl>CO>[N:1]1([CH2:7][C:8]2[CH:9]=[C:10]([CH:16]=[CH:17][CH:18]=2)[O:11][CH2:12][CH2:13][CH2:14][NH:15][C:21](=[O:23])[CH2:20][C:24]([O:26][CH3:28])=[O:25])[CH2:6][CH2:5][CH2:4][CH2:3][CH2:2]1. Reported procedure: 2.47 g of [3-[3-(piperidinomethyl)phenoxy]propylamine was dissolved n 40 ml of dimethylmalonate and stirred at external temperature of 130° C. for 2 hours. Then, an excessive quantity of dimethylmalonate was distilled of under reduced pressure. Light brown oily substance was obtained. The obtained substance was subjected to silica gel column chromatography (solvent; chloroform:methanol=6:1). As a result, 3.06 g of oily N-[3-[3-(piperidinomethyl)phenoxy]propyl]-2-methoxycarbonylacetamide was obta...